From a dataset of the Open Reaction Database (ORD), a public repository of structured organic reaction records. describe an organic reaction: reactants, conditions, products, and yield Starting materials: CO (methanol), C(C1=CC=CC=C1)N=C=O (Benzyl isocyanate), NC1=NC=2C=CC=NC2C2=C1N=C(N2CCCCN)CCCC (4-(4-amino-2-butyl-1H-imidazo[4,5-c][1,5]naphthyridin-1-yl)butaneamine), ClCCl (dichloromethane). Run in O1CCCC1 (tetrahydrofuran). Reaction conditions: time 15 minute. Product: NC1=NC=2C=CC=NC2C2=C1N=C(N2CCCCNC(=O)NCC2=CC=CC=C2)CCCC (N-[4-(4-amino-2-butyl-1H-imidazo[4,5-c][1,5]naphthyridin-1-yl)butyl]-N′-benzylurea). The yield is 74.8%. RXN SMILES: [CH2:1]([N:8]=[C:9]=[O:10])[C:2]1[CH:7]=[CH:6][CH:5]=[CH:4][CH:3]=1.[NH2:11][C:12]1[C:21]2[N:22]=[C:23]([CH2:30][CH2:31][CH2:32][CH3:33])[N:24]([CH2:25][CH2:26][CH2:27][CH2:28][NH2:29])[C:20]=2[C:19]2[N:18]=[CH:17][CH:16]=[CH:15][C:14]=2[N:13]=1.ClCCl.CO>O1CCCC1>[NH2:11][C:12]1[C:21]2[N:22]=[C:23]([CH2:30][CH2:31][CH2:32][CH3:33])[N:24]([CH2:25][CH2:26][CH2:27][CH2:28][NH:29][C:9]([NH:8][CH2:1][C:2]3[CH:7]=[CH:6][CH:5]=[CH:4][CH:3]=3)=[O:10])[C:20]=2[C:19]2[N:18]=[CH:17][CH:16]=[CH:15][C:14]=2[N:13]=1. Procedure details: Benzyl isocyanate (59 μL, 0.48 mmol) was added at ambient temperature to a suspension of 4-(4-amino-2-butyl-1H-imidazo[4,5-c][1,5]naphthyridin-1-yl)butaneamine (0.15 g, 0.48 mmol) in tetrahydrofuran (60 mL). A solution was obtained in less than 30 minutes and thin layer chromatography (9:1 dichloromethane:methanol) showed one major new spot with a higher Rf and only a trace of starting material. Aminomethyl resin (280 mg) was added and the reaction mixture was stirred for 15 minutes. The solvent... RXN SMILES: C([O:3][C:4]([CH:6]1[CH2:8][CH:7]1[C:9]1[C:10]([CH3:21])=[N:11][O:12][C:13]=1[C:14]1[CH:19]=[CH:18][C:17]([Br:20])=[CH:16][CH:15]=1)=[O:5])C.CO.[OH-].[Na+].Cl>C1COCC1>[Br:20][C:17]1[CH:16]=[CH:15][C:14]([C:13]2[O:12][N:11]=[C:10]([CH3:21])[C:9]=2[CH:7]2[CH2:8][CH:6]2[C:4]([OH:5])=[O:3])=[CH:19][CH:18]=1 |f:2.3|. Reported procedure: 2-[5-(4-Bromo-phenyl)-3-methyl-isoxazol-4-yl]-cyclopropanecarboxylic acid ethyl ester (more polar isomer, 0.164 g, 0.468 mmol) was dissolved in THF (3 mL) then MeOH (1 mL) and NaOH (1N aq., 1 mL) were added. The reaction stirred at room temperature overnight and was then acidified with 1N aq. HCl and submitted to standard aqueous workup to afford the title compound. Reactants: Cl (HCl), CO (MeOH), [OH-].[Na+] (NaOH), C(C)OC(=O)C1C(C1)C=1C(=NOC1C1=CC=C(C=C1)Br)C (2-[5-(4-Bromo-phenyl)-3-methyl-isoxazol-4-yl]-cyclopropanecarboxylic acid ethyl ester). Run in C1CCOC1 (THF). Yields the product BrC1=CC=C(C=C1)C1=C(C(=NO1)C)C1C(C1)C(=O)O (2-[5-(4-Bromo-phenyl)-3-methyl-isoxazol-4-yl]-cyclopropanecarboxylic acid). Run at time 8 hour. The reactants are COC(C1=CC=C(C=C1)C(CC1=CC=CC=C1)O)OC (1-[4-(dimethoxymethyl)phenyl]-2-phenylethanol), Cl.NC(=N)N (guanidine hydrochloride), C[O-].[Na+] (NaOMe). Run in CO (methanol). Yields the product COC(C1=CC=C(C=C1)C1=NC(=NC=C1C1=CC=CC=C1)N)OC (4-[4-(dimethoxymethyl)phenyl]-5-phenylpyrimidin-2-amine). As a reaction SMILES: [CH3:1][O:2][CH:3]([O:19][CH3:20])[C:4]1[CH:9]=[CH:8][C:7]([CH:10](O)[CH2:11][C:12]2[CH:17]=[CH:16][CH:15]=[CH:14][CH:13]=2)=[CH:6][CH:5]=1.Cl.[NH2:22][C:23]([NH2:25])=[NH:24].[CH3:26][O-].[Na+]>CO>[CH3:1][O:2][CH:3]([O:19][CH3:20])[C:4]1[CH:9]=[CH:8][C:7]([C:10]2[C:11]([C:12]3[CH:17]=[CH:16][CH:15]=[CH:14][CH:13]=3)=[CH:26][N:22]=[C:23]([NH2:25])[N:24]=2)=[CH:6][CH:5]=1 |f:1.2,3.4|. Reported procedure: 5 g of the product of step 1 and 3 g guanidine hydrochloride are dissolved in 100 ml methanol and 2.7 g of NaOMe is added. The mixture is heated to reflux for 17 h. The product is precipitated upon dilution of the mixture with water and is collected by filtration and washed twice with water. Reactants: [N+](=O)([O-])C=1C=C(C=O)C=CC1C (3-nitro-4-methylbenzaldehyde), COC=1C=C(C=C(C1OC)OC)CC#N (3,4,5-trimethoxyphenylacetonitrile), [OH-].[Na+] (sodium hydroxide), ice water. The reagents and catalysts are [Cl-].C(CCCCCCC)[N+](C)(CCCCCCCC)CCCCCCCC (trioctylmethylammonium chloride). Solvent: O (water), ClCCl (dichloromethane). Conditions: time 3 hour. The product is [N+](=O)([O-])C=1C=C(C=CC1C)\C=C(/C#N)\C1=CC(=C(C(=C1)OC)OC)OC ((Z)-3-(3-nitro-4-methylphenyl)-2-(3,4,5-trimethoxyphenyl)-prop-2-ene-nitrile). Yield: 14.0%. RXN SMILES: [N+:1]([C:4]1[CH:5]=[C:6]([CH:9]=[CH:10][C:11]=1[CH3:12])[CH:7]=O)([O-:3])=[O:2].[CH3:13][O:14][C:15]1[CH:16]=[C:17]([CH2:25][C:26]#[N:27])[CH:18]=[C:19]([O:23][CH3:24])[C:20]=1[O:21][CH3:22].[OH-].[Na+]>[Cl-].C([N+](CCCCCCCC)(CCCCCCCC)C)CCCCCCC.O.ClCCl>[N+:1]([C:4]1[CH:5]=[C:6](/[CH:7]=[C:25](/[C:17]2[CH:18]=[C:19]([O:23][CH3:24])[C:20]([O:21][CH3:22])=[C:15]([O:14][CH3:13])[CH:16]=2)\[C:26]#[N:27])[CH:9]=[CH:10][C:11]=1[CH3:12])([O-:3])=[O:2] |f:2.3,4.5|. Procedure details: 5.0 g of 3-nitro-4-methylbenzaldehyde, 6.27 g of 3,4,5-trimethoxyphenylacetonitrile, 1.44 g of sodium hydroxide and 500 mg of trioctylmethylammonium chloride were dissolved in 25 ml of water and 500 ml of dichloromethane. The mixture was stirred vigorously for 3 hours at room temperature. The ice water was added to the mixture and the mixture was extracted with dichloromethane three times and dried over anhydrous sodium sulfate. The organic layer was concentrated and the residue was purified by ... Starting materials: Clc1cnc2cc(Br)ccc2n1, CCOC(=O)C(C)Oc1ccc(O)cc1F. The product is CCOC(=O)C(C)Oc1ccc(Oc2cnc3cc(Br)ccc3n2)cc1F. Reaction SMILES: [Br:1][c:2]1[cH:3][c:4]2[n:5][cH:6][c:7]([Cl:12])[n:8][c:9]2[cH:10][cH:11]1.[F:13][c:14]1[c:15]([O:16][CH:17]([C:18](=[O:19])[O:20][CH2:21][CH3:22])[CH3:23])[cH:24][cH:25][c:26]([OH:28])[cH:27]1>>[Br:1][c:2]1[cH:3][c:4]2[n:5][cH:6][c:7]([O:28][c:26]3[cH:25][cH:24][c:15]([O:16][CH:17]([C:18](=[O:19])[O:20][CH2:21][CH3:22])[CH3:23])[c:14]([F:13])[cH:27]3)[n:8][c:9]2[cH:10][cH:11]1. Starting materials: COC=1C=C(CN)C=CC1OC (3,4-dimethoxy-benzylamine), COC(C1=CC=C(C=C1)C=1N=C(C2=C(N1)SC(=C2)Cl)Cl)=O (4-(4-chloro-6-chloro-thieno-[2,3-d]-pyrimidin-2-yl)-benzoic acid methylester). Yields the product COC(C1=CC=C(C=C1)C=1N=C(C2=C(N1)SC(=C2)Cl)NCC2=CC(=C(C=C2)OC)OC)=O (4-[4-(3,4-dimethoxybenzylamino)-6-chloro-thieno-[2,3-d]-pyrimidin-2-yl]-benzoic acid methylester). Reaction SMILES: [CH3:1][O:2][C:3]1[CH:4]=[C:5]([CH:8]=[CH:9][C:10]=1[O:11][CH3:12])[CH2:6][NH2:7].[CH3:13][O:14][C:15](=[O:33])[C:16]1[CH:21]=[CH:20][C:19]([C:22]2[N:23]=[C:24](Cl)[C:25]3[CH:30]=[C:29]([Cl:31])[S:28][C:26]=3[N:27]=2)=[CH:18][CH:17]=1>>[CH3:13][O:14][C:15](=[O:33])[C:16]1[CH:21]=[CH:20][C:19]([C:22]2[N:23]=[C:24]([NH:7][CH2:6][C:5]3[CH:8]=[CH:9][C:10]([O:11][CH3:12])=[C:3]([O:2][CH3:1])[CH:4]=3)[C:25]3[CH:30]=[C:29]([Cl:31])[S:28][C:26]=3[N:27]=2)=[CH:18][CH:17]=1. Procedure details: The reaction procedure as above wherein 3,4-dimethoxy-benzylamine is reacted with 4-(4-chloro-6-chloro-thieno-[2,3-d]-pyrimidin-2-yl)-benzoic acid methylester yields 4-[4-(3,4-dimethoxybenzylamino)-6-chloro-thieno-[2,3-d]-pyrimidin-2-yl]-benzoic acid methylester. Starting materials: CCNc1nc(Cl)cc(NS(=O)(=O)c2ccc(NC(C)=O)cc2)n1, [Na+], [OH-]. Yields the product CCNc1nc(Cl)cc(NS(=O)(=O)c2ccc(N)cc2)n1. As a reaction SMILES: [Cl:1][c:2]1[cH:3][c:4]([NH:11][S:12](=[O:13])(=[O:14])[c:15]2[cH:16][cH:17][c:18]([NH:21][C:22](=[O:23])[CH3:24])[cH:19][cH:20]2)[n:5][c:6]([NH:8][CH2:9][CH3:10])[n:7]1.[Na+:26].[OH-:25]>>[Cl:1][c:2]1[cH:3][c:4]([NH:11][S:12](=[O:13])(=[O:14])[c:15]2[cH:16][cH:17][c:18]([NH2:21])[cH:19][cH:20]2)[n:5][c:6]([NH:8][CH2:9][CH3:10])[n:7]1. The reactants are CCC(CC)c1cc(C(F)(F)F)nn2cc(C)nc12, CC#N, CCOC(C)=O, O=C1CCC(=O)N1I. The product is CCC(CC)c1cc(C(F)(F)F)nn2c(I)c(C)nc12. RXN SMILES: [CH2:1]([CH3:2])[CH:3]([CH2:4][CH3:5])[c:6]1[c:7]2[n:8]([n:9][c:10]([C:12]([F:13])([F:14])[F:15])[cH:11]1)[cH:16][c:17]([CH3:19])[n:18]2.[CH3:28][C:29]#[N:30].[CH3:31][CH2:32][O:33][C:34]([CH3:35])=[O:36].[O:20]=[C:21]1[N:22]([I:27])[C:23](=[O:24])[CH2:25][CH2:26]1>>[CH2:1]([CH3:2])[CH:3]([CH2:4][CH3:5])[c:6]1[c:7]2[n:8]([n:9][c:10]([C:12]([F:13])([F:14])[F:15])[cH:11]1)[c:16]([I:27])[c:17]([CH3:19])[n:18]2. Starting materials: CC1=NNC2=NC(=CC(=C21)CN2C(CNC(C2)(C)C)(C)C)C2=CC=C(C=C2)O (4-[3-Methyl-4-(2,2,5,5-tetramethyl-piperazin-1-ylmethyl)-1H-pyrazolo[3,4-b]pyridin-6-yl]-phenol), CC1=NN(C=2N=C(C=C(C21)C(=O)O)C2=CC=C(C=C2)OC2OCCCC2)C2OCCCC2 (3-methyl-1-(tetrahydro-pyran-2-yl)-6-[4-(tetrahydro-pyran-2-yloxy)-phenyl]-1H-pyrazolo[3,4-b]pyridine-4-carboxylic acid), C(C1=CC=CC=C1)N1C(CNC(C1)(C)CC)(C)C (1-benzyl-5-ethyl-2,2,5-trimethyl-piperazine). The product is C(C)C1(N(CC(NC1)(C)C)CC1=C2C(=NC(=C1)C1=CC=C(C=C1)O)NN=C2C)C (4-[4-(2-ethyl-2,5,5-trimethyl-piperazin-1-ylmethyl)-3-methyl-1H-pyrazolo[3,4-b]pyridin-6-yl]-phenol). Reaction SMILES: [CH3:1][C:2]1[C:10]2[C:5](=[N:6][C:7]([C:22]3[CH:27]=[CH:26][C:25]([OH:28])=[CH:24][CH:23]=3)=[CH:8][C:9]=2[CH2:11][N:12]2[CH2:17][C:16]([CH3:19])([CH3:18])[NH:15][CH2:14][C:13]2([CH3:21])[CH3:20])[NH:4][N:3]=1.[CH3:29]C1C2C(C(O)=O)=CC(C3C=CC(OC4CCCCO4)=CC=3)=NC=2N(C2CCCCO2)N=1.C(N1CC(CC)(C)NCC1(C)C)C1C=CC=CC=1>>[CH2:20]([C:13]1([CH3:21])[CH2:14][NH:15][C:16]([CH3:18])([CH3:19])[CH2:17][N:12]1[CH2:11][C:9]1[CH:8]=[C:7]([C:22]2[CH:23]=[CH:24][C:25]([OH:28])=[CH:26][CH:27]=2)[N:6]=[C:5]2[NH:4][N:3]=[C:2]([CH3:1])[C:10]=12)[CH3:29]. Procedure details: 4-[4-(2-ethyl-2,5,5-trimethyl-piperazin-1-ylmethyl)-3-methyl-1H-pyrazolo[3,4-b]pyridin-6-yl]-phenol was synthesized in analogy to Example 49 (4-[3-Methyl-4-(2,2,5,5-tetramethyl-piperazin-1-ylmethyl)-1H-pyrazolo[3,4-b]pyridin-6-yl]-phenol) starting from 3-methyl-1-(tetrahydro-pyran-2-yl)-6-[4-(tetrahydro-pyran-2-yloxy)-phenyl]-1H-pyrazolo[3,4-b]pyridine-4-carboxylic acid and 1-benzyl-5-ethyl-2,2,5-trimethyl-piperazine. The reactants are O=C(O)c1cc(Br)ccc1I, [Cu], [K+], [OH-], O, Sc1ccccc1. The product is O=C(O)c1cc(Br)ccc1Sc1ccccc1. RXN SMILES: [Br:10][c:11]1[cH:12][cH:13][c:14]([I:20])[c:15]([C:16](=[O:17])[OH:18])[cH:19]1.[Cu:22].[K+:2].[OH-:1].[OH2:21].[SH:3][c:4]1[cH:5][cH:6][cH:7][cH:8][cH:9]1>>[S:3]([c:4]1[cH:5][cH:6][cH:7][cH:8][cH:9]1)[c:14]1[cH:13][cH:12][c:11]([Br:10])[cH:19][c:15]1[C:16](=[O:17])[OH:18].